describe an organic reaction: reactants, conditions, products, and yield From a dataset of the Open Reaction Database (ORD), a public repository of structured organic reaction records. Starting materials: C1CCOC1, COC(=O)c1cccc(NC(=O)N(c2c3ccccc3nn2-c2ccccc2)C2CCCCC2)c1, CO, [Li+], [OH-]. Yields the product O=C(O)c1cccc(NC(=O)N(c2c3ccccc3nn2-c2ccccc2)C2CCCCC2)c1. Reaction SMILES: [CH2:38]1[O:39][CH2:40][CH2:41][CH2:42]1.[CH3:1][O:2][C:3]([c:4]1[cH:5][c:6]([NH:10][C:11](=[O:12])[N:13]([c:14]2[n:15](-[c:23]3[cH:24][cH:25][cH:26][cH:27][cH:28]3)[n:16][c:17]3[cH:18][cH:19][cH:20][cH:21][c:22]23)[CH:29]2[CH2:30][CH2:31][CH2:32][CH2:33][CH2:34]2)[cH:7][cH:8][cH:9]1)=[O:35].[CH3:43][OH:44].[Li+:36].[OH-:37]>>[O:2]=[C:3]([c:4]1[cH:5][c:6]([NH:10][C:11](=[O:12])[N:13]([c:14]2[n:15](-[c:23]3[cH:24][cH:25][cH:26][cH:27][cH:28]3)[n:16][c:17]3[cH:18][cH:19][cH:20][cH:21][c:22]23)[CH:29]2[CH2:30][CH2:31][CH2:32][CH2:33][CH2:34]2)[cH:7][cH:8][cH:9]1)[OH:35]. Reactants: O=C=N[C@@H](C(C)C)C(=O)OC (Methyl N-(oxomethylene)-L-valinate), CC(C)(CCC=C)N (2-methylhex-5-en-2-amine). The solvent is C1CCOC1 (THF). Run at time 5 minute. The product is CC(CCC=C)(C)NC(=O)N[C@@H](C(C)C)C(=O)OC (Methyl N-{[(1,1-dimethylpent-4-en-1-yl)amino]carbonyl}-L-valinate). RXN SMILES: [O:1]=[C:2]=[N:3][C@H:4]([C:8]([O:10][CH3:11])=[O:9])[CH:5]([CH3:7])[CH3:6].[CH3:12][C:13]([NH2:19])([CH2:15][CH2:16][CH:17]=[CH2:18])[CH3:14]>C1COCC1>[CH3:12][C:13]([NH:19][C:2]([NH:3][C@H:4]([C:8]([O:10][CH3:11])=[O:9])[CH:5]([CH3:6])[CH3:7])=[O:1])([CH3:14])[CH2:15][CH2:16][CH:17]=[CH2:18]. Procedure: Methyl N-(oxomethylene)-L-valinate (2.80 g, 17.7 mmol) was added to 2-methylhex-5-en-2-amine [J. Org. Chem. (1976) 41(5) 855-863.] (2.00 g, 17.7 mmol) in THF (15 mL). After 5 minutes, the reaction mixture was evaporated to give the title compound as a solid, which was triturated with hexane and isolated by filtration (2.71 g). LRMS (M+H)+=271.4. Reactants: Cc1cc(C)c(Br)c(Cl)n1, C[O-], [Na+], CN(C)C=O, O. Product: COc1nc(C)cc(C)c1Br. Reaction SMILES: [Br:1][c:2]1[c:3]([Cl:10])[n:4][c:5]([CH3:9])[cH:6][c:7]1[CH3:8].[CH3:11][O-:12].[Na+:13].[O:15]=[CH:16][N:17]([CH3:18])[CH3:19].[OH2:14]>>[Br:1][c:2]1[c:3]([O:12][CH3:11])[n:4][c:5]([CH3:9])[cH:6][c:7]1[CH3:8]. Starting materials: FC(CN)F (2,2-Difluoroethylamine), FC([C@@H]1CC[C@H](CC1)NC(C1=C(N=C(C(=C1)[N+](=O)[O-])Cl)OCC(F)F)=O)(F)F (N-(trans-4-trifluoromethyl-cyclohexyl)-6-chloro-5-nitro-2-(2,2-difluoroethoxy)-nicotinic acid amide), C1CCOC1 (THF). The solvent is CO (MeOH). Conditions: time 20 hour. Yields the product FC([C@@H]1CC[C@H](CC1)NC(C1=C(N=C(C(=C1)[N+](=O)[O-])NCC(F)F)OCC(F)F)=O)(F)F (N-(trans-4-Trifluoromethyl-cyclohexyl)-6-(2,2-difluoroethylamino)-5-nitro-2-(2,2-difluoroethoxy)-nicotinic acid amide). Reaction SMILES: [F:1][CH:2]([F:5])[CH2:3][NH2:4].[F:6][C:7]([F:33])([F:32])[C@H:8]1[CH2:13][CH2:12][C@H:11]([NH:14][C:15](=[O:31])[C:16]2[CH:21]=[C:20]([N+:22]([O-:24])=[O:23])[C:19](Cl)=[N:18][C:17]=2[O:26][CH2:27][CH:28]([F:30])[F:29])[CH2:10][CH2:9]1.C1COCC1>CO>[F:32][C:7]([F:6])([F:33])[C@H:8]1[CH2:9][CH2:10][C@H:11]([NH:14][C:15](=[O:31])[C:16]2[CH:21]=[C:20]([N+:22]([O-:24])=[O:23])[C:19]([NH:4][CH2:3][CH:2]([F:5])[F:1])=[N:18][C:17]=2[O:26][CH2:27][CH:28]([F:30])[F:29])[CH2:12][CH2:13]1. Reported procedure: 2,2-Difluoroethylamine (0.18 mL, 2.53 mmol) is slowly added to a mixture of N-(trans-4-trifluoromethyl-cyclohexyl)-6-chloro-5-nitro-2-(2,2-difluoroethoxy)-nicotinic acid amide (prepared according to WO2010/34799, 1.00 g, 2.3 mmol) and 10 mL THF at 0° C., 2 mL MeOH is added and it is stirred for 20 h. The mixture is concentrated and the solid residue is washed with water and dried. Yield: 0.96 g. Procedure: NMM (0.42 mL, 3.77 mmol) was added to a solution of 5-(4-chlorophenyl)-1-(2,4-dichlorophenyl)-N-hydroxy-4-methyl-1H-pyrazole-3-carboxamid amide (0.30 g, 0.75 mmol) obtained in Step 3, cyclohexylcarboxylic acid (97 mg, 0.75 mmol), HOBt (194 mg, 1.43 mmol) and EDCI (220 mg, 1.13 mmol) dissolved in DCM (7 mL). The mixture was stirred overnight at room temperature. After adding thereto EtOAc (30 mL), the mixture was successively washed with water, saturated NaHCO3 solution (20 mL) and brine (20 mL).... RXN SMILES: CN1CCOCC1.[Cl:8][C:9]1[CH:14]=[CH:13][C:12]([C:15]2[N:19]([C:20]3[CH:25]=[CH:24][C:23]([Cl:26])=[CH:22][C:21]=3[Cl:27])[N:18]=[C:17]([C:28](=[NH:31])[NH:29][OH:30])[C:16]=2[CH3:32])=[CH:11][CH:10]=1.[CH:33]1([C:39](O)=[O:40])[CH2:38][CH2:37][CH2:36][CH2:35][CH2:34]1.C1C=CC2N(O)N=NC=2C=1.CCN=C=NCCCN(C)C>C(Cl)Cl>[Cl:8][C:9]1[CH:10]=[CH:11][C:12]([C:15]2[N:19]([C:20]3[CH:25]=[CH:24][C:23]([Cl:26])=[CH:22][C:21]=3[Cl:27])[N:18]=[C:17]([C:28](=[NH:31])[NH:29][O:30][C:39]([CH:33]3[CH2:38][CH2:37][CH2:36][CH2:35][CH2:34]3)=[O:40])[C:16]=2[CH3:32])=[CH:13][CH:14]=1. Reactants: CN1CCOCC1 (NMM), ClC1=CC=C(C=C1)C1=C(C(=NN1C1=C(C=C(C=C1)Cl)Cl)C(NO)=N)C (5-(4-chlorophenyl)-1-(2,4-dichlorophenyl)-N-hydroxy-4-methyl-1H-pyrazole-3-carboximidamide), C1(CCCCC1)C(=O)O (cyclohexylcarboxylic acid), C=1C=CC2=C(C1)N=NN2O (HOBt), CCN=C=NCCCN(C)C (EDCI). Yields the product ClC1=CC=C(C=C1)C1=C(C(=NN1C1=C(C=C(C=C1)Cl)Cl)C(NOC(=O)C1CCCCC1)=N)C (5-(4-chlorophenyl)-N-(cyclohexanecarbonyloxy)-1-(2,4-dichlorophenyl)-4-methyl-1H-pyrazole-3-carboximidamide). The solvent is C(Cl)Cl (DCM). Conditions: time 8 hour. Starting materials: II, BrC1=CC=C(C=C1)C1OCCO1 (2-(4′-bromophenyl)-1,3-dioxolane), ClP(C1CCCCC1)C1CCCCC1 (Chlorodicyclohexylphosphine), C(C)(C)(C)[Li] (t-Butyllithium). Solvent: C(C)OCC (diethyl ether). The product is C1(CCCCC1)P(C1=CC=C(C=C1)C1OCCO1)C1CCCCC1 (2-(4′-Dicyclohexylphosphinophenyl)-1,3-dioxolane). As a reaction SMILES: Br[C:2]1[CH:7]=[CH:6][C:5]([CH:8]2[O:12][CH2:11][CH2:10][O:9]2)=[CH:4][CH:3]=1.C([Li])(C)(C)C.Cl[P:19]([CH:26]1[CH2:31][CH2:30][CH2:29][CH2:28][CH2:27]1)[CH:20]1[CH2:25][CH2:24][CH2:23][CH2:22][CH2:21]1>C(OCC)C>[CH:26]1([P:19]([CH:20]2[CH2:21][CH2:22][CH2:23][CH2:24][CH2:25]2)[C:2]2[CH:7]=[CH:6][C:5]([CH:8]3[O:12][CH2:11][CH2:10][O:9]3)=[CH:4][CH:3]=2)[CH2:27][CH2:28][CH2:29][CH2:30][CH2:31]1. Reported procedure: This is an example of synthesis of ligand 2. 2-(4′-Dicyclohexylphosphinophenyl)-1,3-dioxolane (Ligand 2): Part I. A solution of 4-bromobenzaldehyde (5 g, 0.027 mol), ethylene glycol (7.0 g, 0.11 mmol), and p-toluenesulfonic acid (0.1 g, 0.5 mmol) in benzene was heated at reflux for 24 h using a Dean-Stark setup to remove water. The reaction was taken up in diethyl ether (100 mL) and washed with water (5×30 mL) and brine (30 mL). The organic phase was dried over magnesium sulfate and concentrated...